This data is from the Open Reaction Database (ORD), a public repository of structured organic reaction records. The task is: describe an organic reaction: reactants, conditions, products, and yield Starting materials: COc1c(OCCCN2CC(C)OC(C)C2)ccc2c1N=C(N)N1CCN=C21, CCOC(C)=O, CCN(C(C)C)C(C)C, CN(C)C=O, O=C(O)c1cccnc1. Yields the product COc1c(OCCCN2CC(C)OC(C)C2)ccc2c1N=C(NC(=O)c1cccnc1)N1CCN=C21. Reaction SMILES: [CH3:1][CH:2]1[O:3][CH:4]([CH3:28])[CH2:5][N:6]([CH2:8][CH2:9][CH2:10][O:11][c:12]2[cH:13][cH:14][c:15]3[c:20]([c:21]2[O:22][CH3:23])[N:19]=[C:18]([NH2:24])[N:17]2[C:16]3=[N:27][CH2:26][CH2:25]2)[CH2:7]1.[CH3:47][CH2:48][O:49][C:50]([CH3:51])=[O:52].[CH:38]([N:39]([CH:40]([CH3:41])[CH3:42])[CH2:43][CH3:44])([CH3:45])[CH3:46].[O:53]=[CH:54][N:55]([CH3:56])[CH3:57].[OH:29][C:30](=[O:31])[c:32]1[cH:33][cH:34][cH:35][n:36][cH:37]1>>[CH3:1][CH:2]1[O:3][CH:4]([CH3:28])[CH2:5][N:6]([CH2:8][CH2:9][CH2:10][O:11][c:12]2[cH:13][cH:14][c:15]3[c:20]([c:21]2[O:22][CH3:23])[N:19]=[C:18]([NH:24][C:30](=[O:29])[c:32]2[cH:33][cH:34][cH:35][n:36][cH:37]2)[N:17]2[C:16]3=[N:27][CH2:26][CH2:25]2)[CH2:7]1.